Dataset: the Open Reaction Database (ORD), a public repository of structured organic reaction records. Task: describe an organic reaction: reactants, conditions, products, and yield Reactants: C1(=CC=CC2=CC=CC=C12)CN (1-naphthylmethylamine), C(C)OC(=O)N1C(C=CC2=CC=CC=C12)OCC (1-Ethoxycarbonyl-2-ethoxy-1,2-dihydroquinoline), [N+](=O)([O-])C1=C(C(=O)O)C=CC=C1 (2-nitrobenzoic acid), C(OCC)(OC(C1=C(C=CC=C1)[N+](=O)[O-])=O)=O (ethyl 2-nitrobenzoyl carbonate). Solvent: C(Cl)Cl (methylene chloride). Reaction conditions: temperature 0 celsius, time 15 minute. Product: C1(=CC=CC2=CC=CC=C12)CNC(C1=C(C=CC=C1)[N+](=O)[O-])=O (N-(1-naphthylmethyl)-2-nitrobenzamide). The yield is 86.3%. As a reaction SMILES: C(OC(N1C2C(=CC=CC=2)C=CC1OCC)=O)C.[N+:19]([C:22]1[CH:30]=[CH:29][CH:28]=[CH:27][C:23]=1[C:24]([OH:26])=O)([O-:21])=[O:20].C(=O)(OC(=O)C1C=CC=CC=1[N+]([O-])=O)OCC.[C:48]1([CH2:58][NH2:59])[C:57]2[C:52](=[CH:53][CH:54]=[CH:55][CH:56]=2)[CH:51]=[CH:50][CH:49]=1>C(Cl)Cl>[C:48]1([CH2:58][NH:59][C:24](=[O:26])[C:23]2[CH:27]=[CH:28][CH:29]=[CH:30][C:22]=2[N+:19]([O-:21])=[O:20])[C:57]2[C:52](=[CH:53][CH:54]=[CH:55][CH:56]=2)[CH:51]=[CH:50][CH:49]=1. Procedure details: 1-Ethoxycarbonyl-2-ethoxy-1,2-dihydroquinoline (7.5 g), was added in portions to a solution of 2-nitrobenzoic acid (5.01 g) in methylene chloride (300 ml) cooled to 0° C. The mixture (containing ethyl 2-nitrobenzoyl carbonate) was stirred for 15 minutes and then 1-naphthylmethylamine (4.7 g) was added dropwise at 0-5° C. The mixture was then stirred for 1 hour at ambient temperature and then washed successively with M hydrochloric acid, M sodium hydroxide and then with water. The organic phase w...